From a dataset of the Open Reaction Database (ORD), a public repository of structured organic reaction records. describe an organic reaction: reactants, conditions, products, and yield Starting materials: C1(=CC=CC=C1)P(C1=CC=CC=C1)C1=CC=CC=C1 (triphenylphosphane), ClC1=C(C=CC(=C1)Cl)CCO (2-(2,4-dichlorophenyl)ethanol), C(C)OC(C1=CC(=C(C(=C1)O)Br)O)=O (4-bromo-3,5-dihydroxybenzoic acid ethyl ester), CCOC(=O)/N=N/C(=O)OCC (DEAD). Run in C1CCOC1 (THF), C1CCOC1 (THF). Yields the product C(C)OC(C1=CC(=C(C(=C1)O)Br)OCCC1=C(C=C(C=C1)Cl)Cl)=O (4-Bromo-3-[2-(2,4-dichlorophenyl)ethoxy]-5-hydroxybenzoic Acid Ethyl Ester). Isolated yield 96.2%. RXN SMILES: C1(P(C2C=CC=CC=2)C2C=CC=CC=2)C=CC=CC=1.[Cl:20][C:21]1[CH:26]=[C:25]([Cl:27])[CH:24]=[CH:23][C:22]=1[CH2:28][CH2:29][OH:30].[CH2:31]([O:33][C:34](=[O:44])[C:35]1[CH:40]=[C:39](O)[C:38]([Br:42])=[C:37]([OH:43])[CH:36]=1)[CH3:32].CCOC(/N=N/C(OCC)=O)=O>C1COCC1>[CH2:31]([O:33][C:34](=[O:44])[C:35]1[CH:36]=[C:37]([OH:43])[C:38]([Br:42])=[C:39]([O:30][CH2:29][CH2:28][C:22]2[CH:23]=[CH:24][C:25]([Cl:27])=[CH:26][C:21]=2[Cl:20])[CH:40]=1)[CH3:32]. Procedure details: To a solution of 17.8 g (67.9 mmol) of triphenylphosphane, 8.8 ml (67.9 mmol) of 2-(2,4-dichlorophenyl)ethanol and 16 g (61.3 mmol) of 4-bromo-3,5-dihydroxybenzoic acid ethyl ester in 25 ml of THF was added a solution of 10.6 ml (67.9 mmol) of DEAD in 40 ml of THF within 45 min between 6° and 18° C. After 16 h at room temperature the solvent was removed and the residue was stirred with cyclohexane/ethyl acetate (1/1) and filtered. The solid residue was stirred with cyclohexane and filtered. The ... Reactants: C1=CC2=C1C=CC(=C2)N2C(C=1C(C2=O)=CC(=CC1)[N+](=O)[O-])=O (N-4 benzocyclobutenyl-4-nitrophthalimide), ν(imide), [K+].[Br-] (KBr), [O-]S(=O)(=O)[O-].[Mg+2] (MgSO4), 264, δ(imide). The reagents and catalysts are [Pd] (Pd/C). Solvent: C(C)(=O)OCC (ethyl acetate). The product is C1=CC2=C1C=CC(=C2)N2C(C=1C(C2=O)=CC(=CC1)N)=O (N-4-Benzocyclobutenyl-4-aminophthalimide). As a reaction SMILES: [CH:1]1[C:4]2[CH:5]=[CH:6][C:7]([N:9]3[C:13](=[O:14])[C:12]4=[CH:15][C:16]([N+:19]([O-])=O)=[CH:17][CH:18]=[C:11]4[C:10]3=[O:22])=[CH:8][C:3]=2[CH:2]=1.[O-]S([O-])(=O)=O.[Mg+2].[K+].[Br-]>[Pd].C(OCC)(=O)C>[CH:1]1[C:4]2[CH:5]=[CH:6][C:7]([N:9]3[C:13](=[O:14])[C:12]4=[CH:15][C:16]([NH2:19])=[CH:17][CH:18]=[C:11]4[C:10]3=[O:22])=[CH:8][C:3]=2[CH:2]=1 |f:1.2,3.4|. Reported procedure: 1.50 g (5.10 mmol) of N-4 benzocyclobutenyl-4-nitrophthalimide, 1.70 g of MgSO4, 0.2 g of 10% Pd/C and 60 ml of ethyl acetate were placed in a pressure bottle and the mixture was then rocked on a hydrogenator under initial hydrogen pressure of 60 psi for about 17 hrs. The resultant reaction mixture, which was yellow-green, was filtered through celite and the solid residue was washed with acetone until the filtrate was colorless. The combined yellow-green filtrate was stripped to dryness to provi... Starting materials: CC(=O)c1ccc(C)cc1, CO, CC(C)c1cc(C(C)C)c(S(=O)(=O)NN)c(C(C)C)c1, Cl. The product is CC(=NNS(=O)(=O)c1c(C(C)C)cc(C(C)C)cc1C(C)C)c1ccc(C)cc1. As a reaction SMILES: [CH3:1][c:2]1[cH:3][cH:4][c:5]([C:8]([CH3:9])=[O:10])[cH:6][cH:7]1.[CH3:32][OH:33].[CH:12]([CH3:13])([CH3:14])[c:15]1[c:16]([S:27](=[O:28])(=[O:29])[NH:30][NH2:31])[c:17]([CH:24]([CH3:25])[CH3:26])[cH:18][c:19]([CH:21]([CH3:22])[CH3:23])[cH:20]1.[ClH:11]>>[CH3:1][c:2]1[cH:3][cH:4][c:5]([C:8]([CH3:9])=[N:31][NH:30][S:27]([c:16]2[c:15]([CH:12]([CH3:13])[CH3:14])[cH:20][c:19]([CH:21]([CH3:22])[CH3:23])[cH:18][c:17]2[CH:24]([CH3:25])[CH3:26])(=[O:28])=[O:29])[cH:6][cH:7]1. The reactants are C (charcoal), S1C(=NC2=C1C=CC=C2)C(=O)C2CCN(CC2)CCC2=CC=C(C=C2)OC ([2-benzothiazolyl][1-[2-(4-methoxyphenyl)ethyl]-4-piperidinyl]methanone), C1(=CC=CC=C1)[Li] (phenyllithium), solution. The solvent is C(Cl)Cl (methylene chloride), O1CCCC1 (tetrahydrofuran), C1CCCCC1.C(C)OCC (cyclohexane ethyl ether). Run at temperature -78 celsius, time 30 minute. Product: COC1=CC=C(C=C1)CCN1CCC(CC1)C(O)(C=1SC2=C(N1)C=CC=C2)C2=CC=CC=C2 (α-[1-[2-(4-Methoxyphenyl)ethyl]-4-piperidinyl]-α-phenyl-2-benzothiazolemethanol). As a reaction SMILES: [S:1]1[C:5]2[CH:6]=[CH:7][CH:8]=[CH:9][C:4]=2[N:3]=[C:2]1[C:10]([CH:12]1[CH2:17][CH2:16][N:15]([CH2:18][CH2:19][C:20]2[CH:25]=[CH:24][C:23]([O:26][CH3:27])=[CH:22][CH:21]=2)[CH2:14][CH2:13]1)=[O:11].[C:28]1([Li])[CH:33]=[CH:32][CH:31]=[CH:30][CH:29]=1.C>O1CCCC1.C1CCCCC1.C(OCC)C.C(Cl)Cl>[CH3:27][O:26][C:23]1[CH:22]=[CH:21][C:20]([CH2:19][CH2:18][N:15]2[CH2:16][CH2:17][CH:12]([C:10]([C:28]3[CH:33]=[CH:32][CH:31]=[CH:30][CH:29]=3)([C:2]3[S:1][C:5]4[CH:6]=[CH:7][CH:8]=[CH:9][C:4]=4[N:3]=3)[OH:11])[CH2:13][CH2:14]2)=[CH:25][CH:24]=1 |f:4.5|. Procedure details: Dissolve [2-benzothiazolyl][1-[2-(4-methoxyphenyl)ethyl]-4-piperidinyl]methanone (2.0 g, 5.26 mmol) in anhydrous tetrahydrofuran (50 mL), place under an argon atmosphere and cool to -78° C. Add, by dropwise addition, phenyllithium (3.16 mL of a 2.0M solution in cyclohexane/ethyl ether, 6.31 mmol). Stir at -78° C. for 30 minutes, quench with saturated ammonium chloride (100 mL), separate the organic phase and extract the aqueous phase with ethyl acetate. Combine the organic phases, dry (MgSO4) an... Reactants: FC(C=1C=C(C2=C(N(N=N2)COCC[Si](C)(C)C)C1)CO)(F)F ((6-(trifluoromethyl)-1-((2-(trimethylsilyl)ethoxy)methyl)-1H-benzo[d][1,2,3]triazol-4-yl)methanol), C(Br)(Br)(Br)Br (carbon tetrabromide), C1(=CC=CC=C1)P(C1=CC=CC=C1)C1=CC=CC=C1 (triphenylphosphine). The solvent is O1CCCC1 (tetrahydrofuran). Conditions: time 30 minute. The product is BrCC1=CC(=CC=2N(N=NC21)COCC[Si](C)(C)C)C(F)(F)F (4-(Bromomethyl)-6-(trifluoromethyl)-1-((2-(trimethylsilyl)ethoxy)methyl)-1H-benzo[d][1,2,3]triazole). Reaction SMILES: [F:1][C:2]([F:23])([F:22])[C:3]1[CH:4]=[C:5]([CH2:20]O)[C:6]2[N:10]=[N:9][N:8]([CH2:11][O:12][CH2:13][CH2:14][Si:15]([CH3:18])([CH3:17])[CH3:16])[C:7]=2[CH:19]=1.C(Br)(Br)(Br)[Br:25].C1(P(C2C=CC=CC=2)C2C=CC=CC=2)C=CC=CC=1>O1CCCC1>[Br:25][CH2:20][C:5]1[C:6]2[N:10]=[N:9][N:8]([CH2:11][O:12][CH2:13][CH2:14][Si:15]([CH3:18])([CH3:17])[CH3:16])[C:7]=2[CH:19]=[C:3]([C:2]([F:23])([F:22])[F:1])[CH:4]=1. Procedure details: To a solution of (6-(trifluoromethyl)-1-((2-(trimethylsilyl)ethoxy)methyl)-1H-benzo[d][1,2,3]triazol-4-yl)methanol (165 mg, 0.475 mmol) and carbon tetrabromide (236 mg, 0.712 mmol) in tetrahydrofuran (2 mL) at 0° C. was added triphenylphosphine (187 mg, 0.712 mmol). The ice bath was removed and stirring continued at room temperature for 30 min. The reaction was diluted with several volumes of pentane and filtered to remove undissolved solids which were discarded. The organics were concentrated a... Reactants: CCOC(=O)N1c2ccc(C(F)(F)F)cc2C(N(Cc2cc(C(F)(F)F)cc(C(F)(F)F)c2)C(=O)Cl)CC1C, ClCCl, N. The product is CCOC(=O)N1c2ccc(C(F)(F)F)cc2C(N(Cc2cc(C(F)(F)F)cc(C(F)(F)F)c2)C(N)=O)CC1C. RXN SMILES: [CH2:1]([CH3:2])[O:3][C:4](=[O:5])[N:6]1[CH:7]([CH3:39])[CH2:8][CH:9]([N:20]([C:21](=[O:22])[Cl:23])[CH2:24][c:25]2[cH:26][c:27]([C:35]([F:36])([F:37])[F:38])[cH:28][c:29]([C:31]([F:32])([F:33])[F:34])[cH:30]2)[c:10]2[cH:11][c:12]([C:16]([F:17])([F:18])[F:19])[cH:13][cH:14][c:15]21.[Cl:41][CH2:42][Cl:43].[NH3:40]>>[CH2:1]([CH3:2])[O:3][C:4](=[O:5])[N:6]1[CH:7]([CH3:39])[CH2:8][CH:9]([N:20]([C:21](=[O:22])[NH2:40])[CH2:24][c:25]2[cH:26][c:27]([C:35]([F:36])([F:37])[F:38])[cH:28][c:29]([C:31]([F:32])([F:33])[F:34])[cH:30]2)[c:10]2[cH:11][c:12]([C:16]([F:17])([F:18])[F:19])[cH:13][cH:14][c:15]21. Reactants: CN(C)CCCC1(c2ccc(F)cc2)OCc2cc(C(=O)O)ccc21, CCCCCCC, NS(N)(=O)=O, [NH4+], [OH-], O, O=S(Cl)Cl, O=S1(=O)CCCC1. Product: CN(C)CCCC1(c2ccc(F)cc2)OCc2cc(C#N)ccc21. RXN SMILES: [C:1]([OH:2])(=[O:3])[c:4]1[cH:5][c:6]2[c:10]([cH:11][cH:12]1)[C:9]([CH2:13][CH2:14][CH2:15][N:16]([CH3:17])[CH3:18])([c:19]1[cH:20][cH:21][c:22]([F:25])[cH:23][cH:24]1)[O:8][CH2:7]2.[CH3:44][CH2:45][CH2:46][CH2:47][CH2:48][CH2:49][CH3:50].[NH2:26][S:27](=[O:28])(=[O:29])[NH2:30].[NH4+:35].[OH-:36].[OH2:51].[S:31]([Cl:32])([Cl:33])=[O:34].[S:37]1(=[O:42])(=[O:43])[CH2:38][CH2:39][CH2:40][CH2:41]1>>[C:1]([c:4]1[cH:5][c:6]2[c:10]([cH:11][cH:12]1)[C:9]([CH2:13][CH2:14][CH2:15][N:16]([CH3:17])[CH3:18])([c:19]1[cH:20][cH:21][c:22]([F:25])[cH:23][cH:24]1)[O:8][CH2:7]2)#[N:26]. The reactants are C#CC(C)O, Cn1cc(C(=O)NCc2ccc(Cl)cc2)c(=O)c2cc(CN3CCOCC3)cc(I)c21, [Cu]I, CN(C)C=O, Cl[Pd]Cl, c1ccc(P(c2ccccc2)c2ccccc2)cc1, c1ccc(P(c2ccccc2)c2ccccc2)cc1. The product is CC(O)C#Cc1cc(CN2CCOCC2)cc2c(=O)c(C(=O)NCc3ccc(Cl)cc3)cn(C)c12. RXN SMILES: [CH3:32][CH:33]([C:34]#[CH:35])[OH:36].[Cl:1][c:2]1[cH:3][cH:4][c:5]([CH2:6][NH:7][C:8](=[O:9])[c:10]2[cH:11][n:12]([CH3:29])[c:13]3[c:14]([I:28])[cH:15][c:16]([CH2:21][N:22]4[CH2:23][CH2:24][O:25][CH2:26][CH2:27]4)[cH:17][c:18]3[c:19]2=[O:20])[cH:30][cH:31]1.[Cu:78][I:79].[O:80]=[CH:81][N:82]([CH3:83])[CH3:84].[Pd:37]([Cl:38])[Cl:39].[c:40]1([P:41]([c:42]2[cH:43][cH:44][cH:45][cH:46][cH:47]2)[c:48]2[cH:49][cH:50][cH:51][cH:52][cH:53]2)[cH:54][cH:55][cH:56][cH:57][cH:58]1.[c:59]1([P:60]([c:61]2[cH:62][cH:63][cH:64][cH:65][cH:66]2)[c:67]2[cH:68][cH:69][cH:70][cH:71][cH:72]2)[cH:73][cH:74][cH:75][cH:76][cH:77]1>>[Cl:1][c:2]1[cH:3][cH:4][c:5]([CH2:6][NH:7][C:8](=[O:9])[c:10]2[cH:11][n:12]([CH3:29])[c:13]3[c:14]([C:35]#[C:34][CH:33]([CH3:32])[OH:36])[cH:15][c:16]([CH2:21][N:22]4[CH2:23][CH2:24][O:25][CH2:26][CH2:27]4)[cH:17][c:18]3[c:19]2=[O:20])[cH:30][cH:31]1. The reactants are OC(CCCCN1C(N(C=C(C1=O)C)C)=O)CO (3-(5,6-Dihydroxyhexyl)-1-methylthymine), Br (hydrogen bromide), C(C)(=O)O (acetic acid), C([O-])(O)=O.[Na+] (sodium bicarbonate). Solvent: ClCCl (dichloromethane), O (water). Run at time 15 minute. Yields the product C(C)(=O)OC(CCCCN1C(N(C=C(C1=O)C)C)=O)CBr (3-(5-acetoxy-6-bromohexyl)- 1-methylthymine). The yield is 100.0%. As a reaction SMILES: [OH:1][CH:2]([CH2:17]O)[CH2:3][CH2:4][CH2:5][CH2:6][N:7]1[C:12](=[O:13])[C:11]([CH3:14])=[CH:10][N:9]([CH3:15])[C:8]1=[O:16].[BrH:19].[C:20]([OH:23])(=O)[CH3:21].C(=O)(O)[O-].[Na+]>ClCCl.O>[C:20]([O:1][CH:2]([CH2:17][Br:19])[CH2:3][CH2:4][CH2:5][CH2:6][N:7]1[C:12](=[O:13])[C:11]([CH3:14])=[CH:10][N:9]([CH3:15])[C:8]1=[O:16])(=[O:23])[CH3:21] |f:3.4|. Reported procedure: 3-(5,6-Dihydroxyhexyl)-1-methylthymine (1.65 g, 6.4 mmol) was stirred with 30% hydrogen bromide in acetic acid (3.8 ml, 19.3 mmol) for 1.5 hours. The mixture was then added to a mixture of sodium bicarbonate (6.7 g), water (40 ml), and dichloromethane (50 ml). After 15 minutes of vigorous stirring, the layers were separated and the aqueous layer was extracted with dichloromethane (2×50 ml). The combined organic layers were dried over sodium sulfate and the solvent was evaporated under vacuum to ... The reactants are Cc1cc(C(C)NS(=O)C(C)(C)C)ccc1NS(C)(=O)=O, CO. Yields the product Cc1cc(C(C)N)ccc1NS(C)(=O)=O. RXN SMILES: [C:1]([S:2](=[O:3])[NH:7][CH:8]([CH3:9])[c:10]1[cH:11][c:12]([CH3:21])[c:13]([NH:16][S:17](=[O:18])(=[O:19])[CH3:20])[cH:14][cH:15]1)([CH3:4])([CH3:5])[CH3:6].[CH3:22][OH:23]>>[NH2:7][CH:8]([CH3:9])[c:10]1[cH:11][c:12]([CH3:21])[c:13]([NH:16][S:17](=[O:18])(=[O:19])[CH3:20])[cH:14][cH:15]1.